This data is from the Open Reaction Database (ORD), a public repository of structured organic reaction records. The task is: describe an organic reaction: reactants, conditions, products, and yield Starting materials: Example 1 ( f ), CC(=O)OO (PROXITANE 4002), C(C)(=O)OO (peracetic acid), ClC1=CC=C(CC2=C(C(CC2)(C)C)C(=O)OC)C=C1 (1-(4-chlorobenzyl)-3,3-dimethyl-2-methoxycarbonylcyclopent-1-ene). The solvent is C(C)(=O)O (acetic acid), ClC(Cl)Cl (trichloromethane). Product: ClC1=CC=C(CC23C(C(CC2)(C)C)(C(=O)OC)O3)C=C1 (1-(4-chlorobenzyl)-1,2-epoxy-3,3-dimethyl-2-methoxycarbonylcyclopentane). RXN SMILES: CC(OO)=[O:3].[Cl:6][C:7]1[CH:24]=[CH:23][C:10]([CH2:11][C:12]2[CH2:16][CH2:15][C:14]([CH3:18])([CH3:17])[C:13]=2[C:19]([O:21][CH3:22])=[O:20])=[CH:9][CH:8]=1>C(O)(=O)C.ClC(Cl)Cl>[Cl:6][C:7]1[CH:8]=[CH:9][C:10]([CH2:11][C:12]23[O:3][C:13]2([C:19]([O:21][CH3:22])=[O:20])[C:14]([CH3:18])([CH3:17])[CH2:15][CH2:16]3)=[CH:23][CH:24]=1. Reported procedure: 23.5 g (3 equivalents) "PROXITANE 4002" (Trade Mark: 36-40% (w/w) peracetic acid in acetic acid) were added to 9.8 g (35.1 mmols) 1-(4-chlorobenzyl)-3,3-dimethyl-2-methoxycarbonylcyclopent-1-ene prepared as described in Example 1 (f) in 90 ml trichloromethane. The resulting mixture was refluxed for 3 hours and then extracted twice with 50 ml aliquots of trichloromethane, backwashed once with 50 ml dilute aqueous sodium bicarbonate solution and twice with 50 ml aliquots of saturated aqueous sodiu... Reactants: C(C)[Mg]Cl (ethylmagnesium chloride), COC1=CC=C(C(=O)C2=CC=C(C=C2)OC)C=C1 (4,4′-dimethoxybenzophenone), [Cl-].[NH4+] (ammonium chloride). Solvent: C1CCOC1 (THF), C1CCOC1 (THF). Conditions: temperature 4 celsius, time 1 hour. The product is COC1=CC=C(C=C1)C(CC)(O)C1=CC=C(C=C1)OC (1,1-Bis(4-methoxyphenyl)propanol). Yield: 54.5%. Reaction SMILES: [CH2:1]([Mg]Cl)[CH3:2].[CH3:5][O:6][C:7]1[CH:22]=[CH:21][C:10]([C:11]([C:13]2[CH:18]=[CH:17][C:16]([O:19][CH3:20])=[CH:15][CH:14]=2)=[O:12])=[CH:9][CH:8]=1.[Cl-].[NH4+]>C1COCC1>[CH3:20][O:19][C:16]1[CH:17]=[CH:18][C:13]([C:11]([C:10]2[CH:9]=[CH:8][C:7]([O:6][CH3:5])=[CH:22][CH:21]=2)([OH:12])[CH2:1][CH3:2])=[CH:14][CH:15]=1 |f:2.3|. Procedure details: Into a reactor were introduced 31.9 mL (30.9 mol; 0.97 M THF solution) of ethylmagnesium chloride and 20 mL of THF under a nitrogen atmosphere. The contents were cooled to 4° C. Thereafter, a solution prepared by mixing 5.00 g (20.6 mmol) of 4,4′-dimethoxybenzophenone with 20 mL of THF was gradually added dropwise thereto, and this mixture was stirred at room temperature for 1 hour. Saturated aqueous ammonium chloride solution was added to the reaction mixture. The organic layer was extracted wi... The product is Cc1nnc(-c2ccc(C)c(-c3ccc(C(=O)NCC(C)c4ccccc4)cc3)c2)o1. RXN SMILES: [CH3:1][c:2]1[c:3](-[c:14]2[cH:15][cH:16][c:17]([C:20](=[O:21])[OH:22])[cH:18][cH:19]2)[cH:4][c:5](-[c:8]2[o:9][c:10]([CH3:13])[n:11][n:12]2)[cH:6][cH:7]1.[CH3:34][N:35]([CH3:36])[CH2:37][CH2:38][CH2:39][N:40]=[C:41]=[N:42][CH2:43][CH3:44].[ClH:33].[O:55]=[CH:56][N:57]([CH3:58])[CH3:59].[OH:23][n:24]1[c:25]2[c:26]([cH:27][cH:28][cH:29][cH:30]2)[n:31][n:32]1.[c:45]1([CH:51]([CH2:52][NH2:53])[CH3:54])[cH:46][cH:47][cH:48][cH:49][cH:50]1>>[CH3:1][c:2]1[c:3](-[c:14]2[cH:15][cH:16][c:17]([C:20](=[O:21])[NH:53][CH2:52][CH:51]([c:45]3[cH:46][cH:47][cH:48][cH:49][cH:50]3)[CH3:54])[cH:18][cH:19]2)[cH:4][c:5](-[c:8]2[o:9][c:10]([CH3:13])[n:11][n:12]2)[cH:6][cH:7]1. Starting materials: Cc1nnc(-c2ccc(C)c(-c3ccc(C(=O)O)cc3)c2)o1, CCN=C=NCCCN(C)C, Cl, CN(C)C=O, On1nnc2ccccc21, CC(CN)c1ccccc1. Reactants: [Li]CCCC, Cc1ccc(-c2cc3ccccc3s2)cc1, CN(C)C=O, C1CCOC1. Yields the product Cc1ccc(-c2sc3ccccc3c2C=O)cc1. As a reaction SMILES: [CH2:22]([Li:23])[CH2:24][CH2:25][CH3:26].[CH3:1][c:2]1[cH:3][cH:4][c:5](-[c:8]2[cH:9][c:10]3[c:11]([s:12]2)[cH:13][cH:14][cH:15][cH:16]3)[cH:6][cH:7]1.[CH3:27][N:28]([CH3:29])[CH:30]=[O:31].[O:17]1[CH2:18][CH2:21][CH2:20][CH2:19]1>>[CH3:1][c:2]1[cH:3][cH:4][c:5](-[c:8]2[c:9]([CH:18]=[O:17])[c:10]3[c:11]([s:12]2)[cH:13][cH:14][cH:15][cH:16]3)[cH:6][cH:7]1. Reactants: CC(C)(C)OC(=O)N1CCOc2c(Br)cccc2C1, CCO, Cc1ccccc1, OB(O)c1ccc(C(F)(F)F)cc1, [Na+], [Na+], O=C([O-])[O-], O, c1ccc(P(c2ccccc2)(c2ccccc2)[Pd](P(c2ccccc2)(c2ccccc2)c2ccccc2)(P(c2ccccc2)(c2ccccc2)c2ccccc2)P(c2ccccc2)(c2ccccc2)c2ccccc2)cc1. The product is CC(C)(C)OC(=O)N1CCOc2c(cccc2-c2ccc(C(F)(F)F)cc2)C1. As a reaction SMILES: [Br:1][c:2]1[cH:3][cH:4][cH:5][c:6]2[c:12]1[O:11][CH2:10][CH2:9][N:8]([C:13](=[O:14])[O:15][C:16]([CH3:17])([CH3:18])[CH3:19])[CH2:7]2.[CH3:34][CH2:35][OH:36].[CH3:43][c:44]1[cH:45][cH:46][cH:47][cH:48][cH:49]1.[F:20][C:21]([c:22]1[cH:23][cH:24][c:25]([B:28]([OH:29])[OH:30])[cH:26][cH:27]1)([F:31])[F:32].[Na+:37].[Na+:38].[O-:39][C:40](=[O:41])[O-:42].[OH2:33].[cH:50]1[cH:51][cH:52][c:53]([P:54]([Pd:55]([P:56]([c:57]2[cH:58][cH:59][cH:60][cH:61][cH:62]2)([c:63]2[cH:64][cH:65][cH:66][cH:67][cH:68]2)[c:69]2[cH:70][cH:71][cH:72][cH:73][cH:74]2)([P:75]([c:76]2[cH:77][cH:78][cH:79][cH:80][cH:81]2)([c:82]2[cH:83][cH:84][cH:85][cH:86][cH:87]2)[c:88]2[cH:89][cH:90][cH:91][cH:92][cH:93]2)[P:94]([c:95]2[cH:96][cH:97][cH:98][cH:99][cH:100]2)([c:101]2[cH:102][cH:103][cH:104][cH:105][cH:106]2)[c:107]2[cH:108][cH:109][cH:110][cH:111][cH:112]2)([c:113]2[cH:114][cH:115][cH:116][cH:117][cH:118]2)[c:119]2[cH:120][cH:121][cH:122][cH:123][cH:124]2)[cH:125][cH:126]1>>[c:2]1(-[c:25]2[cH:24][cH:23][c:22]([C:21]([F:20])([F:31])[F:32])[cH:27][cH:26]2)[cH:3][cH:4][cH:5][c:6]2[c:12]1[O:11][CH2:10][CH2:9][N:8]([C:13](=[O:14])[O:15][C:16]([CH3:17])([CH3:18])[CH3:19])[CH2:7]2.